Task: describe an organic reaction: reactants, conditions, products, and yield. Dataset: the Open Reaction Database (ORD), a public repository of structured organic reaction records Starting materials: ClC=1C(=C(OC2=CC(N(C2)[C@H](C(=O)O)CC(C)C)=O)C=CC1)F ((S)-2-[4-(3-chloro-2-fluoro-phenoxy)-2-oxo-2,5-dihydro-pyrrol-1-yl]-4-methyl-pentanoic acid), CN(CCCN=C=NCC)C (1-(3-dimethylaminopropyl)-3-ethylcarbodiimide), ON1N=NC2=C1C=CC=C2 (1-hydroxybenzotriazole), CC1(OC[C@H](O1)CN1N=C(C=C1)N)C (1-((R)-2,2-dimethyl-[1,3]dioxolan-4-yl-methyl)-1H-pyrazol-3-ylamine). The solvent is ClCCl (dichloromethane), ClCCl (dichloromethane). Conditions: temperature 25 celsius, time 20 minute. Product: CC1(OC[C@H](O1)CN1N=C(C=C1)NC([C@H](CC(C)C)N1C(C=C(C1)OC1=C(C(=CC=C1)Cl)F)=O)=O)C ((S)-2-[4-(3-chloro-2-fluoro-phenoxy)-2-oxo-2,5-dihydro-pyrrol-1-yl]-4-methyl-pentanoic acid [1-((R)-2,2-dimethyl-[1,3]dioxolan-4-yl-methyl)-1H-pyrazol-3-yl]-amide). Yield: 48.9%. As a reaction SMILES: [Cl:1][C:2]1[C:3]([F:23])=[C:4]([CH:20]=[CH:21][CH:22]=1)[O:5][C:6]1[CH2:10][N:9]([C@@H:11]([CH2:15][CH:16]([CH3:18])[CH3:17])[C:12]([OH:14])=O)[C:8](=[O:19])[CH:7]=1.CN(C)CCCN=C=NCC.ON1C2C=CC=CC=2N=N1.[CH3:45][C:46]1([CH3:58])[O:50][C@H:49]([CH2:51][N:52]2[CH:56]=[CH:55][C:54]([NH2:57])=[N:53]2)[CH2:48][O:47]1>ClCCl>[CH3:45][C:46]1([CH3:58])[O:50][C@H:49]([CH2:51][N:52]2[CH:56]=[CH:55][C:54]([NH:57][C:12](=[O:14])[C@@H:11]([N:9]3[CH2:10][C:6]([O:5][C:4]4[CH:20]=[CH:21][CH:22]=[C:2]([Cl:1])[C:3]=4[F:23])=[CH:7][C:8]3=[O:19])[CH2:15][CH:16]([CH3:18])[CH3:17])=[N:53]2)[CH2:48][O:47]1. Procedure: A solution of (S)-2-[4-(3-chloro-2-fluoro-phenoxy)-2-oxo-2,5-dihydro-pyrrol-1-yl]-4-methyl-pentanoic acid (0.75 g, 2.20 mmol) in dichloromethane (39 mL) was treated with 1-(3-dimethylaminopropyl)-3-ethylcarbodiimide (0.42 mL, 2.40 mmol) and 1-hydroxybenzotriazole (0.31 g, 2.29 mmol). The reaction was stirred at 25° C. for 20 min. At this time, the reaction was treated with 1-((R)-2,2-dimethyl-[1,3]dioxolan-4-yl-methyl)-1H-pyrazol-3-ylamine (prepared as in Example 49, 0.53 g, 2.68 mmol). The reac... Reactants: [OH-].[K+] (potassium hydroxide), ClC1=C2C(=CNC2=C(C=C1Cl)Cl)CC(=O)OC (methyl 4,5,7-trichloroindole-3-acetate). The solvent is O (water), CO (methanol). Conditions: temperature 50 celsius. Product: ClC1=C2C(=CNC2=C(C=C1Cl)Cl)CC(=O)O (4,5,7-trichloroindole-3-acetic acid). RXN SMILES: [OH-].[K+].[Cl:3][C:4]1[C:12]([Cl:13])=[CH:11][C:10]([Cl:14])=[C:9]2[C:5]=1[C:6]([CH2:15][C:16]([O:18]C)=[O:17])=[CH:7][NH:8]2>O.CO>[Cl:3][C:4]1[C:12]([Cl:13])=[CH:11][C:10]([Cl:14])=[C:9]2[C:5]=1[C:6]([CH2:15][C:16]([OH:18])=[O:17])=[CH:7][NH:8]2 |f:0.1|. Procedure: An aqueous solution containing 8.4 g (0.15 mole) of potassium hydroxide in 10 ml of water was added to a solution of 4.3 g (0.015 mole) of methyl 4,5,7-trichloroindole-3-acetate in 50 ml of methanol, and the resulting mixture was heated at 50° C. for 10 hours, after which the reaction mixture was concentrated under reduced pressure until it became an aqueous solution. Said aqueous solution was acidified with acetic acid and extracted with ethyl acetate. The ethyl acetate phase was washed with wa... Starting materials: C(C)(C)(C)OC([C@H]1N(CCC1)C(CCSC(C)=O)=O)=O (3-acetylthiopropanoyl-L-proline-t-butyl ester), C(C)(C)(C)OC([C@H]1N(CCC1)C(CCSC(C)=O)=O)=O (3-acetylthiopropanoyl-L-proline-t-butyl ester), N (ammonia). The product is SCCC(=O)N1[C@H](C(=O)O)CCC1 (3-mercaptopropanoyl-L-proline). RXN SMILES: C([O:5][C:6](=[O:20])[C@@H:7]1[CH2:11][CH2:10][CH2:9][N:8]1[C:12](=[O:19])[CH2:13][CH2:14][S:15]C(=O)C)(C)(C)C.N>>[SH:15][CH2:14][CH2:13][C:12]([N:8]1[CH2:9][CH2:10][CH2:11][C@H:7]1[C:6]([OH:20])=[O:5])=[O:19]. Reported procedure: The product from Example 2, 3-acetylthiopropanoyl-L-proline-t-butyl ester, 0.5 g, was mixed with 4.5 ml of 5.5N methanolic ammonia at room temperature under nitrogen for one hour to remove the acetyl group. The solvent was then removed at 25° C. with a rotary evaporator. After the product was taken up in methanol and reevaporated twice more in the rotary evaporator, the clear oily residue was dissolved in ethyl ether, washed twice with 5% potassium bisulphate and once with saturated NaCl, dried ...